From a dataset of the Open Reaction Database (ORD), a public repository of structured organic reaction records. describe an organic reaction: reactants, conditions, products, and yield The reactants are COC(=O)CBr, C=CCC(C)C(C)=O, [Cl-], N, C1CCOC1, OCC(O)CO. The product is C=CCC(C)C(C)(O)CC(=O)OC. As a reaction SMILES: [Br:9][CH2:10][C:11](=[O:12])[O:13][CH3:14].[CH3:1][CH:2]([C:3]([CH3:4])=[O:5])[CH2:6][CH:7]=[CH2:8].[Cl-:21].[NH3:22].[O:23]1[CH2:24][CH2:25][CH2:26][CH2:27]1.[OH:15][CH2:16][CH:17]([CH2:18][OH:19])[OH:20]>>[CH3:1][CH:2]([C:3]([CH3:4])([OH:5])[CH2:10][C:11](=[O:12])[O:13][CH3:14])[CH2:6][CH:7]=[CH2:8].